Dataset: the Open Reaction Database (ORD), a public repository of structured organic reaction records. Task: describe an organic reaction: reactants, conditions, products, and yield Reactants: OCCN1N=C(C(=C1)C(=O)OC)[N+](=O)[O-] (methyl 1-(2-hydroxyethyl)-3-nitro-4-pyrazolecarboxylate), CN (monomethylamine). Solvent: CO (methanol). Conditions: time 48 hour. The product is OCCN1N=C(C(=C1)C(=O)NC)[N+](=O)[O-] (1-(2-hydroxyethyl)-N-methyl-3-nitro-4-pyrazolecarboxamide). Reaction SMILES: [OH:1][CH2:2][CH2:3][N:4]1[CH:8]=[C:7]([C:9]([O:11]C)=O)[C:6]([N+:13]([O-:15])=[O:14])=[N:5]1.[CH3:16][NH2:17]>CO>[OH:1][CH2:2][CH2:3][N:4]1[CH:8]=[C:7]([C:9]([NH:17][CH3:16])=[O:11])[C:6]([N+:13]([O-:15])=[O:14])=[N:5]1. Procedure details: Four gm. of methyl 1-(2-hydroxyethyl)-3-nitro-4-pyrazolecarboxylate was dissolved in a cold mixture of 25 ml. of absolute methanol and 25 ml. of condensed monomethylamine. The solution was allowed to stand in a stoppered container for 48 hours at room temperature. Evaporation of the volatile liquids under vacuum yielded a solid, which after decolorization and recrystallization from methanolisopropanol was proved to be 2.3 gm. of 1-(2-hydroxyethyl)-N-methyl-3-nitro-4-pyrazolecarboxamide, m.p. 138... The reactants are CC1=NC=C(C(=O)OC)C=C1 (Methyl 6-methylnicotinate), [H-].[Al+3].[Li+].[H-].[H-].[H-] (lithium aluminum hydride), O (Water). Solvent: O1CCCC1 (tetrahydrofuran). Yields the product CC1=NC=C(C=C1)CO (2-methyl-5-hydroxymethylpyridine). As a reaction SMILES: [CH3:1][C:2]1[CH:11]=[CH:10][C:5]([C:6](OC)=[O:7])=[CH:4][N:3]=1.[H-].[Al+3].[Li+].[H-].[H-].[H-].O>O1CCCC1>[CH3:1][C:2]1[CH:11]=[CH:10][C:5]([CH2:6][OH:7])=[CH:4][N:3]=1 |f:1.2.3.4.5.6|. Procedure details: Methyl 6-methylnicotinate (0.05 mole) is stirred in dry tetrahydrofuran (50 ml.) at 10° C. while solid lithium aluminum hydride (0.0125 mole) is added over one hour. Water (10 ml.) is added with stirring, and the mixture is concentrated to dryness. The residue is extracted several times with hot isopropanol and the combined extracts are filtered and concentrated to dryness to give 2-methyl-5-hydroxymethylpyridine. Starting materials: O (water), Cl.NC(=N)N (Guanidine hydrochloride), CC(C)(C)C=1C=C(C=C(C1O)C(C)(C)C)C=C1C(N=C(N1C)SC)=O (5-[[3,5-bis(1,1-dimethylethyl)-4-hydroxyphenyl]methylene)-1,5-dihydro-1-methyl-2-(methylthio)-4-H-imidazole-4-one), CC(C)([O-])C.[K+] (potassium tert-butoxide). Solvent: C(C)O (ethanol). Run at time 24 hour. The product is CC(C)(C)C=1C=C(C=C(C1O)C(C)(C)C)C=C1C(N=C(N1C)NC(=N)N)=O (5-[[3,5-bis(1,1-dimethylethyl)-4-hydroxyphenyl]methylene)-4,5-dihydro-1-methyl-4-oxo-1H-imidazol-2-yl-guanidine). Isolated yield 20.2%. As a reaction SMILES: Cl.[NH2:2][C:3]([NH2:5])=[NH:4].[CH3:6][C:7]([C:10]1[CH:11]=[C:12]([CH:21]=[C:22]2[N:26]([CH3:27])[C:25](SC)=[N:24][C:23]2=[O:30])[CH:13]=[C:14]([C:17]([CH3:20])([CH3:19])[CH3:18])[C:15]=1[OH:16])([CH3:9])[CH3:8].CC(C)([O-])C.[K+].O>C(O)C>[CH3:6][C:7]([C:10]1[CH:11]=[C:12]([CH:21]=[C:22]2[N:26]([CH3:27])[C:25]([NH:4][C:3]([NH2:5])=[NH:2])=[N:24][C:23]2=[O:30])[CH:13]=[C:14]([C:17]([CH3:20])([CH3:19])[CH3:18])[C:15]=1[OH:16])([CH3:9])[CH3:8] |f:0.1,3.4|. Procedure details: Guanidine hydrochloride (1.7 g, 18 mmoles) is added to a mixture of 5-[[3,5-bis(1,1-dimethylethyl)-4-hydroxyphenyl]methylene)-1,5-dihydro-1-methyl-2-(methylthio)-4-H-imidazole-4-one (3.0 g, 8 mmoles) and potassium tert-butoxide (1.5 g, 13 mmoles) in ethanol (50 mL), and stirred and heated to reflux under an inert atmosphere. After 24 hours the mixture is allowed to cool, and is poured into water (300 mL) and stirred. After half an hour the product is filtered off, rinsed three times with water a... The reactants are Cc1ccccc1, [Cu]I, COc1ccccc1CNc1ccc2c(I)cccc2n1, OCCSc1ccccc1. Product: COc1ccccc1CNc1ccc2c(OCCSc3ccccc3)cccc2n1. As a reaction SMILES: [CH3:32][c:33]1[cH:34][cH:35][cH:36][cH:37][cH:38]1.[Cu:39][I:40].[I:1][c:2]1[c:3]2[cH:4][cH:5][c:6]([NH:12][CH2:13][c:14]3[c:15]([O:20][CH3:21])[cH:16][cH:17][cH:18][cH:19]3)[n:7][c:8]2[cH:9][cH:10][cH:11]1.[OH:22][CH2:23][CH2:24][S:25][c:26]1[cH:27][cH:28][cH:29][cH:30][cH:31]1>>[c:2]1([O:22][CH2:23][CH2:24][S:25][c:26]2[cH:27][cH:28][cH:29][cH:30][cH:31]2)[c:3]2[cH:4][cH:5][c:6]([NH:12][CH2:13][c:14]3[c:15]([O:20][CH3:21])[cH:16][cH:17][cH:18][cH:19]3)[n:7][c:8]2[cH:9][cH:10][cH:11]1.